This data is from the Open Reaction Database (ORD), a public repository of structured organic reaction records. The task is: describe an organic reaction: reactants, conditions, products, and yield Reactants: N1(CCCC1)CCN1N=C2C=CC(=CC2=C1)N (2-(2-pyrrolidin-1-yl-ethyl)-2H-indazol-5-ylamine), C(C1=CC=CC=C1)OC1=CC=C(C=C1)CC(=O)O ((4-benzyloxy-phenyl)-acetic acid), Cl.C(C)N=C=NC(CC)(C)C (ethyldimethypropylcarbodiimide hydrochloride), ON1N=NC2=C1C=CC=C2 (N-hydroxybenzotriazole), CN1CCOCC1 (N-methylmorpholine). The solvent is CN(C=O)C (N,N-dimethylformamide). Conditions: time 6 hour. Yields the product O(C1=CC=CC=C1)C1=CC=C(C=C1)CC(=O)NC1=CC2=CN(N=C2C=C1)CCN1CCCC1 (2-(4-phenoxyphenyl)-N-[2-(2-pyrrolidin-1-ylethyl)-2H-indazol-5-yl]acetamide). RXN SMILES: [N:1]1([CH2:6][CH2:7][N:8]2[CH:16]=[C:15]3[C:10]([CH:11]=[CH:12][C:13]([NH2:17])=[CH:14]3)=[N:9]2)[CH2:5][CH2:4][CH2:3][CH2:2]1.[CH2:18]([O:25][C:26]1[CH:31]=[CH:30][C:29]([CH2:32][C:33]([OH:35])=O)=[CH:28][CH:27]=1)[C:19]1[CH:24]=[CH:23][CH:22]=[CH:21]C=1.Cl.C(N=C=NC(C)(C)CC)C.ON1C2C=CC=CC=2N=N1.CN1CCOCC1>CN(C)C=O>[O:25]([C:26]1[CH:27]=[CH:28][C:29]([CH2:32][C:33]([NH:17][C:13]2[CH:12]=[CH:11][C:10]3[C:15](=[CH:16][N:8]([CH2:7][CH2:6][N:1]4[CH2:2][CH2:3][CH2:4][CH2:5]4)[N:9]=3)[CH:14]=2)=[O:35])=[CH:30][CH:31]=1)[C:18]1[CH:19]=[CH:24][CH:23]=[CH:22][CH:21]=1 |f:2.3|. Reported procedure: A mixture of 2-(2-pyrrolidin-1-yl-ethyl)-2H-indazol-5-ylamine (56.0 mg, 0.243 mmol), (4-benzyloxy-phenyl)-acetic acid (60.0 mg, 0.248 mmol), ethyldimethypropylcarbodiimide hydrochloride (57.0 mg, 0.298 mmol), N-hydroxybenzotriazole (40.0 mg, 0.296 mmol), N-methylmorpholine (64.0 mg, 0.633 mmol) and 2 mL of N,N-dimethylformamide, were shaken for 6 hours. The solvents were removed under vacuo and the residue was dissolved in 1.5 mL of a 1:1 mixture of dimethylsulfoxide/methanol and purified by pre... The reactants are ClC1=C(C=O)C=C(C=C1)[N+](=O)[O-] (2-Chloro-5-nitrobenzaldehyde), C(CO)O (ethylene glycol), C1(=CC=C(C=C1)S(=O)(=O)O)C (p-toluenesulfonic acid). The solvent is C1(=CC=CC=C1)C (toluene). Yields the product ClC1=C(C=C(C=C1)[N+](=O)[O-])C1OCCO1 (2- chloro-5-nitrophenyl-1,3-dioxolane). RXN SMILES: [Cl:1][C:2]1[CH:9]=[CH:8][C:7]([N+:10]([O-:12])=[O:11])=[CH:6][C:3]=1[CH:4]=[O:5].[CH2:13](O)[CH2:14][OH:15].C1(C)C=CC(S(O)(=O)=O)=CC=1>C1(C)C=CC=CC=1>[Cl:1][C:2]1[CH:9]=[CH:8][C:7]([N+:10]([O-:12])=[O:11])=[CH:6][C:3]=1[CH:4]1[O:15][CH2:14][CH2:13][O:5]1. Procedure: 2-Chloro-5-nitrobenzaldehyde (18.6 g), ethylene glycol (18.6 ml), p-toluenesulfonic acid (monohydrate), (0.1 g), were refluxed in toluene (150 mL) for 3 hours. Water was removed azeotropically with a Dean-Stark trap. The reaction mixture was then transfered to seperatory funnel, washed with aqueous bicarbonate, water, dried (MgSO4), filtered and evaporated producing 22.2 g of 2-(2- chloro-5-nitrophenyl-1,3-dioxolane as a white solid, m.p. 78-81° C. Starting materials: N1=C2C(=CC=C1)C(CC2)N (6,7-dihydro-5H-cyclopenta[b]pyridin-5-amine), C(C)C1C(C2=CC=CC=C2C1)=NO (2-ethyl-2,3-dihydro-1H-inden-1-one oxime). The product is C(C)C1C(C2=CC=CC=C2C1)N (2-ethylindan-1-amine). Procedure details: Following the procedure for the preparation of 6,7-dihydro-5H-cyclopenta[b]pyridin-5-amine but substituting 2-ethyl-2,3-dihydro-1H-inden-1-one oxime and making non-critical variations provided the title compound as a colorless oil. RXN SMILES: N1C=CC=C2C(N)CCC=12.[CH2:11]([CH:13]1[CH2:21][C:20]2[C:15](=[CH:16][CH:17]=[CH:18][CH:19]=2)[C:14]1=[N:22]O)[CH3:12]>>[CH2:11]([CH:13]1[CH2:21][C:20]2[C:15](=[CH:16][CH:17]=[CH:18][CH:19]=2)[CH:14]1[NH2:22])[CH3:12]. Reactants: BrC=1C=CC=2N(C1)C(=CN2)C=O (6-bromoimidazo[1,2-a]pyridine-3-carbaldehyde), BrC=1C=CC=2N(C1)C(=CN2)C=O (6-bromoimidazo[1,2-a]pyridine-3-carbaldehyde), COC1=NC=C(C=N1)B(O)O (2-methoxypyrimidin-5-ylboronic acid). Product: COC1=NC=C(C=N1)C=1C=CC=2N(C1)C(=CN2)C=O (6-(2-methoxypyrimidin-5-yl) imidazo[1,2-a]pyridine-3-carbaldehyde). Yield: 55.5%. RXN SMILES: Br[C:2]1[CH:3]=[CH:4][C:5]2[N:6]([C:8]([CH:11]=[O:12])=[CH:9][N:10]=2)[CH:7]=1.[CH3:13][O:14][C:15]1[N:20]=[CH:19][C:18](B(O)O)=[CH:17][N:16]=1>>[CH3:13][O:14][C:15]1[N:20]=[CH:19][C:18]([C:2]2[CH:3]=[CH:4][C:5]3[N:6]([C:8]([CH:11]=[O:12])=[CH:9][N:10]=3)[CH:7]=2)=[CH:17][N:16]=1. Procedure details: The title compound was prepared by following the procedure as described for Intermediate 1 using 6-bromoimidazo[1,2-a]pyridine-3-carbaldehyde and 2-methoxypyrimidin-5-ylboronic acid. Yield: 55.55%; 1H NMR (DMSO-d6; 300 MHz): δ 10.01 (s, 1H), 9.62 (s, 1H), 9.00 (s, 2H), 8.59 (s, 1H), 8.04-8.05 (m, 2H), 3.99 (s, 3H); MS: m/z 254 (M+1)+. Reactants: N(=[N+]=[N-])CC1OC2=C(C1)C=C(C=C2F)C2=C(C=CC=C2)C ((±)-2-(azidomethyl)-7-fluoro-5-(2-methylphenyl)-2,3-dihydro-1-benzofuran), hydrochloride salt, C1(=CC=CC=C1)P(C1=CC=CC=C1)C1=CC=CC=C1 (triphenylphosphine). Product: FC1=CC(=CC=2CC(OC21)CN)C2=C(C=CC=C2)C ((±)-([7-fluoro-5-(2-methylphenyl)-2,3-dihydro-1-benzofuran-2-yl]methyl]amine). Isolated yield 22.0%. RXN SMILES: [N:1]([CH2:4][CH:5]1[CH2:9][C:8]2[CH:10]=[C:11]([C:15]3[CH:20]=[CH:19][CH:18]=[CH:17][C:16]=3[CH3:21])[CH:12]=[C:13]([F:14])[C:7]=2[O:6]1)=[N+]=[N-].C1(P(C2C=CC=CC=2)C2C=CC=CC=2)C=CC=CC=1>>[F:14][C:13]1[C:7]2[O:6][CH:5]([CH2:4][NH2:1])[CH2:9][C:8]=2[CH:10]=[C:11]([C:15]2[CH:20]=[CH:19][CH:18]=[CH:17][C:16]=2[CH3:21])[CH:12]=1. Reported procedure: Treatment of 4-bromo-2-fluorophenol (25.0 g, 130.9 mmol) with potassium carbonate (72.35 g, 523.53 mmol) and allyl bromide (19.00 g, 157.06 mmol), followed by refluxing the resultant allyl ether in mesitylene generally according to the procedure described for Intermediate 8 provided 2-allyl-4-bromo-6-fluorophenol. Treatment of 2-allyl-4-bromo-6-fluorophenol (25.6 g, 110.8 mmol) with 3-chloroperoxybenzoic acid (57.36 g, 332.38 mmol, 77%) followed by potassium carbonate (38.28 g, 277.0 mmol) gener...